From a dataset of the Open Reaction Database (ORD), a public repository of structured organic reaction records. describe an organic reaction: reactants, conditions, products, and yield Reactants: O=C(O)CONC(=O)NCc1ccccc1, CCOC(OCC)C(C)N(Cc1cccc2ccccc12)C(=O)C(N)CC(=O)NC(c1ccccc1)(c1ccccc1)c1ccccc1. Reaction SMILES: [CH2:1]([c:2]1[cH:3][cH:4][cH:5][cH:6][cH:7]1)[NH:8][C:9]([NH:10][O:11][CH2:12][C:13](=[O:14])[OH:15])=[O:16].[NH2:17][CH:18]([C:19](=[O:20])[N:21]([CH2:22][c:23]1[cH:24][cH:25][cH:26][c:27]2[cH:28][cH:29][cH:30][cH:31][c:32]12)[CH:33]([CH:34]([O:35][CH2:36][CH3:37])[O:38][CH2:39][CH3:40])[CH3:41])[CH2:42][C:43](=[O:44])[NH:45][C:46]([c:47]1[cH:48][cH:49][cH:50][cH:51][cH:52]1)([c:53]1[cH:54][cH:55][cH:56][cH:57][cH:58]1)[c:59]1[cH:60][cH:61][cH:62][cH:63][cH:64]1>>[CH2:1]([c:2]1[cH:3][cH:4][cH:5][cH:6][cH:7]1)[NH:8][C:9]([NH:10][O:11][CH2:12][C:13](=[O:15])[NH:17][CH:18]([C:19](=[O:20])[N:21]([CH2:22][c:23]1[cH:24][cH:25][cH:26][c:27]2[cH:28][cH:29][cH:30][cH:31][c:32]12)[CH:33]([CH:34]([O:35][CH2:36][CH3:37])[O:38][CH2:39][CH3:40])[CH3:41])[CH2:42][C:43](=[O:44])[NH:45][C:46]([c:47]1[cH:48][cH:49][cH:50][cH:51][cH:52]1)([c:53]1[cH:54][cH:55][cH:56][cH:57][cH:58]1)[c:59]1[cH:60][cH:61][cH:62][cH:63][cH:64]1)=[O:16]. Product: CCOC(OCC)C(C)N(Cc1cccc2ccccc12)C(=O)C(CC(=O)NC(c1ccccc1)(c1ccccc1)c1ccccc1)NC(=O)CONC(=O)NCc1ccccc1.